Dataset: the Open Reaction Database (ORD), a public repository of structured organic reaction records. Task: describe an organic reaction: reactants, conditions, products, and yield As a reaction SMILES: [CH:1]1([N:4]([CH2:39][C:40]2[CH:45]=[C:44]([CH2:46][CH2:47][CH2:48][O:49][CH3:50])[CH:43]=[C:42]([OH:51])[CH:41]=2)[C:5]([C@@H:7]2[C@@H:12]([C:13]3[CH:18]=[CH:17][C:16]([O:19][CH2:20][CH2:21][O:22][C:23]4[C:28]([Cl:29])=[CH:27][C:26]([CH3:30])=[CH:25][C:24]=4[Cl:31])=[CH:15][CH:14]=3)[CH2:11][CH2:10][N:9]([C:32]([O:34][C:35]([CH3:38])([CH3:37])[CH3:36])=[O:33])[CH2:8]2)=[O:6])[CH2:3][CH2:2]1.CS(O[CH2:57][C:58]1([CH2:61][C:62]([O:64][CH3:65])=[O:63])[CH2:60][CH2:59]1)(=O)=O.C(=O)([O-])[O-].[Cs+].[Cs+]>CN(C=O)C.CCOCC>[CH:1]1([N:4]([CH2:39][C:40]2[CH:45]=[C:44]([CH2:46][CH2:47][CH2:48][O:49][CH3:50])[CH:43]=[C:42]([O:51][CH2:57][C:58]3([CH2:61][C:62]([O:64][CH3:65])=[O:63])[CH2:60][CH2:59]3)[CH:41]=2)[C:5]([C@@H:7]2[C@@H:12]([C:13]3[CH:14]=[CH:15][C:16]([O:19][CH2:20][CH2:21][O:22][C:23]4[C:28]([Cl:29])=[CH:27][C:26]([CH3:30])=[CH:25][C:24]=4[Cl:31])=[CH:17][CH:18]=3)[CH2:11][CH2:10][N:9]([C:32]([O:34][C:35]([CH3:38])([CH3:37])[CH3:36])=[O:33])[CH2:8]2)=[O:6])[CH2:3][CH2:2]1 |f:2.3.4|. Product: C1(CC1)N(C(=O)[C@H]1CN(CC[C@@H]1C1=CC=C(C=C1)OCCOC1=C(C=C(C=C1Cl)C)Cl)C(=O)OC(C)(C)C)CC1=CC(=CC(=C1)CCCOC)OCC1(CC1)CC(=O)OC (tert-Butyl (3R,4S)-3-({cyclopropyl[3-{[1-(2-methoxy-2-oxoethyl)cyclo-propyl]methoxy}-5-(3-methoxypropyl)benzyl]amino}carbonyl)-4-{4-[2-(2,6-di-chloro-4-methylphenoxy)ethoxy]phenyl}piperidine-1-carboxylate). Run at temperature 80 celsius, time 18 hour. The reactants are C1(CC1)N(C(=O)[C@H]1CN(CC[C@@H]1C1=CC=C(C=C1)OCCOC1=C(C=C(C=C1Cl)C)Cl)C(=O)OC(C)(C)C)CC1=CC(=CC(=C1)CCCOC)O (tert-butyl (3R,4S)-3-({cyclopropyl[3-hydroxy-5-(3-methoxy-propyl)benzyl]amino}carbonyl)-4-{4-[2-(2,6-dichloro-4-methylphenoxy)ethoxy]-phenyl}piperidine-1-carboxylate), CS(=O)(=O)OCC1(CC1)CC(=O)OC (methyl (1-{[(methylsulfonyl)oxy]methyl}cyclopropyl)acetate), C([O-])([O-])=O.[Cs+].[Cs+] (cesium carbonate). The solvent is CN(C)C=O (DMF), CCOCC (ether). Procedure details: To a solution of tert-butyl (3R,4S)-3-({cyclopropyl[3-hydroxy-5-(3-methoxy-propyl)benzyl]amino}carbonyl)-4-{4-[2-(2,6-dichloro-4-methylphenoxy)ethoxy]-phenyl}piperidine-1-carboxylate (1 eq.) from Example 1/Step 2 in DMF (0.1 M) was added methyl (1-{[(methylsulfonyl)oxy]methyl}cyclopropyl)acetate (appendage 3) (2 eq.) and cesium carbonate (2 eq.). The reaction was heated to 80° C. and stirred for 18 h. After cooling to rt, the reaction was diluted with ether. The organic extract was washed with w... Reactants: C(C)(=O)OCC (ethyl acetate), C(C)(=O)OCC (ethyl acetate), CCCCCC (hexane), CCCCCC (hexane), C(C)C1(C(N([C@H]1OC1=CC=C(C=C1)CBr)C(=O)N[C@@H](C1=CC=C(C=C1)C)CCC)=O)CC ((4S)-3,3-diethyl-1-[(R)-α-n-propyl-(4-methyl)-benzylaminocarbonyl]-4-[4-(bromomethyl)phenoxy]-azetidin-2-one), C1(=CC=CC=C1)P(OCC)OCC (diethyl phenylphosphonite). Reaction conditions: temperature 80 celsius. Product: C(C)C1(C(N([C@H]1OC1=CC=C(C=C1)C(P(=O)OCC)C1=CC=CC=C1)C(=O)N[C@@H](C1=CC=C(C=C1)C)CCC)=O)CC ((4S)-3,3-Diethyl-1-[(R)-α-n-propyl(4-methyl)-benzylaminocarbonyl]-4-[4-(phenyl(ethoxyphosphinyl)methyl)phenoxy]-azetidin-2-one). RXN SMILES: [CH2:1]([C:3]1([CH2:31][CH3:32])[C@H:6]([O:7][C:8]2[CH:13]=[CH:12][C:11]([CH2:14]Br)=[CH:10][CH:9]=2)[N:5]([C:16]([NH:18][C@H:19]([CH2:27][CH2:28][CH3:29])[C:20]2[CH:25]=[CH:24][C:23]([CH3:26])=[CH:22][CH:21]=2)=[O:17])[C:4]1=[O:30])[CH3:2].C1([P:39]([O:43]CC)[O:40][CH2:41][CH3:42])C=CC=CC=1.C(OCC)(=O)C.[CH3:52][CH2:53][CH2:54][CH2:55][CH2:56][CH3:57]>>[CH2:1]([C:3]1([CH2:31][CH3:32])[C@H:6]([O:7][C:8]2[CH:13]=[CH:12][C:11]([CH:14]([C:54]3[CH:53]=[CH:52][CH:57]=[CH:56][CH:55]=3)[PH:39]([O:40][CH2:41][CH3:42])=[O:43])=[CH:10][CH:9]=2)[N:5]([C:16]([NH:18][C@H:19]([CH2:27][CH2:28][CH3:29])[C:20]2[CH:25]=[CH:24][C:23]([CH3:26])=[CH:22][CH:21]=2)=[O:17])[C:4]1=[O:30])[CH3:2]. Reported procedure: A mixture of (4S)-3,3-diethyl-1-[(R)-α-n-propyl-(4-methyl)-benzylaminocarbonyl]-4-[4-(bromomethyl)phenoxy]-azetidin-2-one (203 mg, 0.40 mmol) and diethyl phenylphosphonite (155 μL, 0.81 mmol) was heated for 1 hour at 80° C. The desired product was obtained pure after flash chromatography on silica gel using initially 33% ethyl acetate in hexane and subsequently 50% ethyl acetate in hexane as the mobile phase; yield 223 mg (93%); FAB MS m/z 591 (M+1).